This data is from the Open Reaction Database (ORD), a public repository of structured organic reaction records. The task is: describe an organic reaction: reactants, conditions, products, and yield Starting materials: FC1=C(OCC2OC2)C=CC(=C1F)OC (2-((2,3-difluoro-4-methoxyphenoxy)methyl)oxirane), C1(=CC=CC=C1)C1=CSC=2N=CN=C(C21)N2CCC(CC2)N (1-(5-phenylthieno[2,3-d]pyrimidin-4-yl)piperidin-4-amine). Yields the product FC1=C(OCC(CNC2CCN(CC2)C=2C3=C(N=CN2)SC=C3C3=CC=CC=C3)O)C=CC(=C1F)OC (1-(2,3-difluoro-4-methoxyphenoxy)-3-(1-(5-phenylthieno[2,3-d]pyrimidin-4-yl)piperidin-4-ylamino)propan-2-ol). The yield is 49.0%. RXN SMILES: [F:1][C:2]1[C:12]([F:13])=[C:11]([O:14][CH3:15])[CH:10]=[CH:9][C:3]=1[O:4][CH2:5][CH:6]1[CH2:8][O:7]1.[C:16]1([C:22]2[C:30]3[C:29]([N:31]4[CH2:36][CH2:35][CH:34]([NH2:37])[CH2:33][CH2:32]4)=[N:28][CH:27]=[N:26][C:25]=3[S:24][CH:23]=2)[CH:21]=[CH:20][CH:19]=[CH:18][CH:17]=1>>[F:1][C:2]1[C:12]([F:13])=[C:11]([O:14][CH3:15])[CH:10]=[CH:9][C:3]=1[O:4][CH2:5][CH:6]([OH:7])[CH2:8][NH:37][CH:34]1[CH2:35][CH2:36][N:31]([C:29]2[C:30]3[C:22]([C:16]4[CH:21]=[CH:20][CH:19]=[CH:18][CH:17]=4)=[CH:23][S:24][C:25]=3[N:26]=[CH:27][N:28]=2)[CH2:32][CH2:33]1. Reported procedure: Synthesis followed SP6 (3 h), using 430 μmol 2-((2,3-difluoro-4-methoxyphenoxy)methyl)oxirane and 1-(5-phenylthieno[2,3-d]pyrimidin-4-yl)piperidin-4-amine to give O-methylated intermediate 1-(2,3-difluoro-4-methoxyphenoxy)-3-(1-(5-phenylthieno[2,3-d]pyrimidin-4-yl)piperidin-4-ylamino)propan-2-ol upon purification by prep. TLC (1 mm silica gel, PE/CH2Cl2/MeOH 4:6:1) with 49% yield. Product was obtained by O-demethylation according to SP12 (3 h) with 58% yield (LCMS: detected [M+1]=513.2). The reactants are BrC=1C=C(C=CC1F)C1(N=C(N2C1=NCCC2)N)C2=CC=C(C=C2)OC(F)(F)F (8-(3-bromo-4-fluorophenyl)-8-[4-(trifluoromethoxy)phenyl]-2,3,4,8-tetrahydroimidazo[1,5-a]pyrimidin-6-ylamine), FC=1C=NC=C(C1)[Sn](CCCC)(CCCC)CCCC (3-fluoro-5-(tributylstannyl)pyridine), CN(C)C=O (DMF). Reagents/catalysts: Cl[Pd]([P](C1=CC=CC=C1)(C2=CC=CC=C2)C3=CC=CC=C3)([P](C4=CC=CC=C4)(C5=CC=CC=C5)C6=CC=CC=C6)Cl (dichlorobis(triphenylphosphine)palladium(II)). Reaction conditions: temperature 150 celsius. Yields the product FC1=C(C=C(C=C1)C1(N=C(N2C1=NCCC2)N)C2=CC=C(C=C2)OC(F)(F)F)N2CN=CC(=C2)F ({8-[4-Fluoro-3-(5-fluoropyrimidin-3-yl)phenyl]-8-[4-(trifluoromethoxy)phenyl]-2,3,4,8-tetrahydroimidazo[1,5-a]pyrimidin-6-yl}amine). Yield: 56.0%. Reaction SMILES: Br[C:2]1[CH:3]=[C:4]([C:9]2([C:19]3[CH:24]=[CH:23][C:22]([O:25][C:26]([F:29])([F:28])[F:27])=[CH:21][CH:20]=3)[C:13]3=[N:14][CH2:15][CH2:16][CH2:17][N:12]3[C:11]([NH2:18])=[N:10]2)[CH:5]=[CH:6][C:7]=1[F:8].[F:30][C:31]1[CH:32]=[N:33][CH:34]=C([Sn](CCCC)(CCCC)CCCC)[CH:36]=1.C[N:51](C=O)C>Cl[Pd](Cl)([P](C1C=CC=CC=1)(C1C=CC=CC=1)C1C=CC=CC=1)[P](C1C=CC=CC=1)(C1C=CC=CC=1)C1C=CC=CC=1>[F:8][C:7]1[CH:6]=[CH:5][C:4]([C:9]2([C:19]3[CH:24]=[CH:23][C:22]([O:25][C:26]([F:29])([F:28])[F:27])=[CH:21][CH:20]=3)[C:13]3=[N:14][CH2:15][CH2:16][CH2:17][N:12]3[C:11]([NH2:18])=[N:10]2)=[CH:3][C:2]=1[N:33]1[CH:32]=[C:31]([F:30])[CH:36]=[N:51][CH2:34]1 |^1:57,76|. Procedure details: A mixture of 8-(3-bromo-4-fluorophenyl)-8-[4-(trifluoromethoxy)phenyl]-2,3,4,8-tetrahydroimidazo[1,5-a]pyrimidin-6-ylamine (0.075 g, 0.159 mmol), 3-fluoro-5-(tributylstannyl)pyridine (0.092 g, 0.239 mmol), and dichlorobis(triphenylphosphine)palladium(II) (0.006 g, 0.008 mmol) in DMF is degassed, heated at 150° C. in a sealed tube for 1.5 h, cooled to room temperature and diluted with ethyl acetate (50 mL) and 5% aqueous LiCl. The reaction mixture is separated. The organic phase is washed with 5%... The reactants are BrC1=CC=C(CN2C(=C(C3=CC(=CC=C23)OC)CC(CC(=O)N2C(OC[C@H]2C(C)C)=O)C)C)C=C1 ((4R)-N-[4-(1-(4-Bromobenzyl)-5-methoxy-2-methyl-1H-indol-3-yl)-3-methylbutanoyl]-4-isopropyl-2-oxazolidinone), OO (H2O2), [Li+].[OH-] (LiOH). Solvent: C1CCOC1 (THF). Conditions: temperature 0 celsius, time 45 minute. Yields the product BrC1=CC=C(CN2C(=C(C3=CC(=CC=C23)OC)CC(CC(=O)O)C)C)C=C1 (4-(1-(4-Bromobenzyl)-5-methoxy-2-methyl-1H-indol-3-yl)-3-methylbutanoic acid). RXN SMILES: [Br:1][C:2]1[CH:35]=[CH:34][C:5]([CH2:6][N:7]2[C:15]3[C:10](=[CH:11][C:12]([O:16][CH3:17])=[CH:13][CH:14]=3)[C:9]([CH2:18][CH:19]([CH3:32])[CH2:20][C:21](N3[C@H](C(C)C)COC3=O)=[O:22])=[C:8]2[CH3:33])=[CH:4][CH:3]=1.[OH:36]O.[Li+].[OH-]>C1COCC1>[Br:1][C:2]1[CH:35]=[CH:34][C:5]([CH2:6][N:7]2[C:15]3[C:10](=[CH:11][C:12]([O:16][CH3:17])=[CH:13][CH:14]=3)[C:9]([CH2:18][CH:19]([CH3:32])[CH2:20][C:21]([OH:22])=[O:36])=[C:8]2[CH3:33])=[CH:4][CH:3]=1 |f:2.3|. Reported procedure: To the oxazolidinone from Step 7, isomer A (295 mg, 0.54 mmol) in THF (10 mL) at -10° C. was added 30% H2O2 (0.5 mL) followed by 1M aqueous LiOH (3 mL). The mixture was stirred at 0° C. for 45 min, and was then cooled to -10° C. to be quenched by careful addition of 1M aqueous Na2S2O5 (10 mL). The mixture was acidified (6M HCl, 1 mL) and the product was extracted with EtOAc. The organic layer was washed with H2O and brine, and was then dried (MgSO4), and filtered. After removal of the solvent, t... Reactants: C(#N)C=1C=C(C=CC1F)S(=O)(=O)Cl (3-Cyano-4-fluorobenzenesulfonyl chloride), NC=1SC=CN1 (2-aminothiazole), N1=CC=CC=C1 (pyridine). Solvent: ClCCl (dichloromethane). Reaction conditions: time 1 hour. Yields the product C(#N)C=1C=C(C=CC1F)S(=O)(=O)NC=1SC=CN1 (3-Cyano-4-fluoro-N-1,3-thiazol-2-ylbenzenesulfonamide). Yield: 60.5%. RXN SMILES: [C:1]([C:3]1[CH:4]=[C:5]([S:10](Cl)(=[O:12])=[O:11])[CH:6]=[CH:7][C:8]=1[F:9])#[N:2].[NH2:14][C:15]1[S:16][CH:17]=[CH:18][N:19]=1.N1C=CC=CC=1>ClCCl>[C:1]([C:3]1[CH:4]=[C:5]([S:10]([NH:14][C:15]2[S:16][CH:17]=[CH:18][N:19]=2)(=[O:12])=[O:11])[CH:6]=[CH:7][C:8]=1[F:9])#[N:2]. Reported procedure: 3-Cyano-4-fluorobenzenesulfonyl chloride (10 g, 45.53 mmol) was added portion wise to a solution of 2-aminothiazole (5 g, 50.13 mmol) in dichloromethane (50 mL) and pyridine (18.4 mL, 228 mmol) at 0° C. The reaction mixture was allowed to warm to room temperature. After 1 hour a precipitate was observed. The mixture was stirred for 18 hours at room temperature. The mixture was sonicated for 2.5 hours until the solid had dissolved, then left to stir at room temperature for 18 hours. The reaction ... Starting materials: ClC1=C(C=CC(=C1)Cl)O (2,4-dichloro-phenol), BrBr (bromine), C(C)(C)(C)N (tert.-butylamine). Solvent: C1(=CC=CC=C1)C (toluene). Conditions: temperature -50 celsius, time 30 minute. Yields the product BrC1=C(C(=CC(=C1)Cl)Cl)O (2-Bromo-4,6-dichloro-phenol). The yield is 467.3%. RXN SMILES: [Cl:1][C:2]1[CH:7]=[C:6]([Cl:8])[CH:5]=[CH:4][C:3]=1[OH:9].[Br:10]Br.C(N)(C)(C)C>C1(C)C=CC=CC=1>[Br:10][C:4]1[CH:5]=[C:6]([Cl:8])[CH:7]=[C:2]([Cl:1])[C:3]=1[OH:9]. Reported procedure: To a solution of 2,4-dichloro-phenol (15 g, 19.02 mmol) in toluene (200 ml) was added bromine (5.1 ml, 184.04 mmol) dropwise at −50° C. Then tert.-butylamine (19.4 ml, 99.02 mmol) was added dropwise and the reaction mixture was stirred at −50° C. for 30 minutes. The reaction was quenched by addition of 38% aqueous NaHSO3 solution, the organic layer was separated and the aqueous layer was extracted two times with EtOAc. The combined organic extracts were dried with Na2SO4, filtered and evaporated... Reactants: BrC=1C=NC(=NC1)I (5-Bromo-2-iodopyrimidine), C(CCC)[Li] (n-Butyllithium), C1(CCC1)=O (cyclobutanone). Run in C1(=CC=CC=C1)C (toluene), C1(=CC=CC=C1)C (toluene), O (water). Conditions: temperature -78 celsius, time 20 minute. The product is BrC=1C=NC(=NC1)C1(CCC1)O (1-(5-Bromopyrimidin-2-yl)cyclobutan-1-ol). The yield is 47.4%. RXN SMILES: [Br:1][C:2]1[CH:3]=[N:4][C:5](I)=[N:6][CH:7]=1.C([Li])CCC.[C:14]1(=[O:18])[CH2:17][CH2:16][CH2:15]1>C1(C)C=CC=CC=1.O>[Br:1][C:2]1[CH:3]=[N:4][C:5]([C:14]2([OH:18])[CH2:17][CH2:16][CH2:15]2)=[N:6][CH:7]=1. Reported procedure: 5-Bromo-2-iodopyrimidine (12.5 g, 43.88 mmol) was suspended in dry toluene (250 mL), then cooled to −78° C. under N2. n-Butyllithium (2.5M solution in hexanes, 20 mL) was added dropwise, and the reaction mixture was aged for 20 minutes prior to dropwise addition of a solution of cyclobutanone (3.75 g, 53.5 mmol) in dry toluene (10 mL). The reaction mixture was stirred at −78° C. for 45 minutes, then allowed to warm to room temperature. The reaction mixture was diluted with water (100 mL) and ext... Starting materials: NC1=C(C(=NC=N1)N[C@@H](C)C1=NN2C(C(N1C1=CC=CC=C1)=O)=C(C=C2)C)Br ((S)-2-(1-((6-Amino-5-bromopyrimidin-4-yl)amino)ethyl)-5-methyl-3-phenylpyrrolo[2,1-f][1,2,4]triazin-4(3H)-one), FC(C=1C=NC=C(C1)B1OC(C(O1)(C)C)(C)C)F (3-(difluoromethyl)-5-(4,4,5,5-tetramethyl-1,3,2-dioxaborolan-2-yl)pyridine), C([O-])([O-])=O.[Na+].[Na+] (sodium carbonate). The product is NC1=C(C(=NC=N1)N[C@@H](C)C1=NN2C(C(N1C1=CC=CC=C1)=O)=C(C=C2)C)C=2C=NC=C(C2)C(F)F ((S)-2-(1-((6-Amino-5-(5-(difluoromethyl)pyridin-3-yl)pyrimidin-4-yl)amino)ethyl)-5-methyl-3-phenylpyrrolo[2,1-f][1,2,4]triazin-4(3H)-one). The yield is 3.4%. As a reaction SMILES: [NH2:1][C:2]1[N:7]=[CH:6][N:5]=[C:4]([NH:8][C@H:9]([C:11]2[N:16]([C:17]3[CH:22]=[CH:21][CH:20]=[CH:19][CH:18]=3)[C:15](=[O:23])[C:14]3=[C:24]([CH3:27])[CH:25]=[CH:26][N:13]3[N:12]=2)[CH3:10])[C:3]=1Br.[F:29][CH:30]([F:46])[C:31]1[CH:32]=[N:33][CH:34]=[C:35](B2OC(C)(C)C(C)(C)O2)[CH:36]=1.C(=O)([O-])[O-].[Na+].[Na+]>>[NH2:1][C:2]1[N:7]=[CH:6][N:5]=[C:4]([NH:8][C@H:9]([C:11]2[N:16]([C:17]3[CH:22]=[CH:21][CH:20]=[CH:19][CH:18]=3)[C:15](=[O:23])[C:14]3=[C:24]([CH3:27])[CH:25]=[CH:26][N:13]3[N:12]=2)[CH3:10])[C:3]=1[C:35]1[CH:34]=[N:33][CH:32]=[C:31]([CH:30]([F:46])[F:29])[CH:36]=1 |f:2.3.4|. Procedure: (S)-2-(1-((6-Amino-5-bromopyrimidin-4-yl)amino)ethyl)-5-methyl-3-phenylpyrrolo[2,1-f][1,2,4]triazin-4(3H)-one (81 mg, 0.18 mmol) was treated with 3-(difluoromethyl)-5-(4,4,5,5-tetramethyl-1,3,2-dioxaborolan-2-yl)pyridine (237 mg, 0.93 mmol, prepared according to WO2012/087237), sodium carbonate (2M, 700 μl, 1.40 mmol) and 1,1-bis(diphenylphosphino)ferrocene-palladium(II)dichloride dichloromethane complex (20 mg, 0.02 mmol) according to the method described in Example 3 to give 3 mg (3% yield) of...